Dataset: the Open Reaction Database (ORD), a public repository of structured organic reaction records. Task: describe an organic reaction: reactants, conditions, products, and yield Reactants: C(C)(=O)O (acetic acid), O (water), O1CCCC1.C1CCOC1 (tetrahydrofuran THF), O=C(CCCC(=O)OC)C1=C(C=CC=C1)\C=C\C=C\C(CCCCCCCC)OC1OCCCC1 (methyl δ-oxo-2-[5-[(tetrahydro-2H-pyran-2-yl)oxy]-1E,3E-tridecadienyl]benzenepentanoate). Run in C1CCOC1 (THF). Conditions: time 16 hour. Product: OC(/C=C/C=C/C1=C(C=CC=C1)C(CCCC(=O)OC)=O)CCCCCCCC (methyl 2-(5-hydroxy-1E,3E,-tridecandienyl)-δ-oxobenzenpentanoate). The yield is 60.9%. Reaction SMILES: C(O)(=O)C.O.O1CCCC1.C1COCC1.[O:16]=[C:17]([C:25]1[CH:30]=[CH:29][CH:28]=[CH:27][C:26]=1/[CH:31]=[CH:32]/[CH:33]=[CH:34]/[CH:35]([O:44]C1CCCCO1)[CH2:36][CH2:37][CH2:38][CH2:39][CH2:40][CH2:41][CH2:42][CH3:43])[CH2:18][CH2:19][CH2:20][C:21]([O:23][CH3:24])=[O:22]>C1COCC1>[OH:44][CH:35]([CH2:36][CH2:37][CH2:38][CH2:39][CH2:40][CH2:41][CH2:42][CH3:43])/[CH:34]=[CH:33]/[CH:32]=[CH:31]/[C:26]1[CH:27]=[CH:28][CH:29]=[CH:30][C:25]=1[C:17](=[O:16])[CH2:18][CH2:19][CH2:20][C:21]([O:23][CH3:24])=[O:22] |f:2.3|. Procedure details: To 1 ml of a 3:1:1 solution of acetic acid, water, and tetrahydrofuran THF) was added 20mg (0.041 mmol) of the titled product of Example 10 and the reaction mixture was allowed to stir 16 hr. After this time, some insoluble oil was still present and approximately 50μl of THF was added to the reaction mixture and it was stirred for an additional 2 hours. The volatile components were removed in vacuo and the residue was flash chromatographed. Elution with 1:1 diethylether-hexane produced b 10 mg o... Starting materials: C1COC2=NC=C3C(=C21)C(CC3)=CCNC(CC)=O (N-[2-(1,2,6,7-tetrahydro-8H-cyclopenta[d]furo[2,3-b]pyridin-8-ylidene)ethyl]propanamide), S(O)(O)(=O)=O (sulfuric acid). Solvent: C(O)([O-])=O.[Na+] (sodium hydrogen carbonate), C=1(C(=CC=CC1)C)C (xylene). The product is C1COC2=NC=C3C(=C21)C(=CC3)CCNC(CC)=O (N-[2-(1,6-dihydro-2H-cyclopenta[d]furo[2,3-b]pyridin-8-yl)ethyl]propanamide). Yield: 15.8%. As a reaction SMILES: [CH2:1]1[C:9]2[C:4](=[N:5][CH:6]=[C:7]3[CH2:12][CH2:11][C:10](=[CH:13][CH2:14][NH:15][C:16](=[O:19])[CH2:17][CH3:18])[C:8]3=2)[O:3][CH2:2]1.S(=O)(=O)(O)O>C1(C)C(C)=CC=CC=1.C(=O)([O-])O.[Na+]>[CH2:1]1[C:9]2[C:4](=[N:5][CH:6]=[C:7]3[CH2:12][CH:11]=[C:10]([CH2:13][CH2:14][NH:15][C:16](=[O:19])[CH2:17][CH3:18])[C:8]3=2)[O:3][CH2:2]1 |f:3.4|. Procedure: To a solution of N-[2-(1,2,6,7-tetrahydro-8H-cyclopenta[d]furo[2,3-b]pyridin-8-ylidene)ethyl]propanamide (612 mg, 2.37 mmol) in xylene (20 mL) was added sulfuric acid (693 μL, 12.9 mmol), and the mixture was heated under reflux for 22 hr. The reaction solution was diluted with saturated aqueous sodium hydrogen carbonate solution, and the mixture was extracted with ethyl acetate. The extract was washed with saturated brine and dried over anhydrous sodium sulfate. The solvent was evaporated under ... Starting materials: FC(C1=C(N)C=CC=C1)(F)F (o-(trifluoromethyl)aniline), [SH2]=N (sulfilimine), O=P12OP3(=O)OP(=O)(O1)OP(=O)(O2)O3 (P2O5), NC1=CC=CC=C1 (aniline), CS(=O)C (dimethyl sulfoxide). Run in C(Cl)Cl (CH2Cl2), C(C)N(CC)CC (triethyl amine). Run at time 3 hour. Yields the product CSCC1=C(N)C(=CC=C1)C(F)(F)F (2-methylthiomethyl-6-trifluoromethyl aniline). RXN SMILES: [F:1][C:2]([F:11])([F:10])[C:3]1[CH:9]=[CH:8][CH:7]=[CH:6][C:4]=1[NH2:5].O=P12OP3(OP(OP(O3)(O1)=O)(=O)O2)=O.NC1C=CC=CC=1.[SH2]=N.[CH3:35][S:36]([CH3:38])=O>C(N(CC)CC)C.C(Cl)Cl>[CH3:35][S:36][CH2:38][C:6]1[CH:7]=[CH:8][CH:9]=[C:3]([C:2]([F:10])([F:11])[F:1])[C:4]=1[NH2:5]. Reported procedure: In a 2-liter flask with stirrer is placed 147 g o-(trifluoromethyl)aniline, 250 g P2O5 and 1 liter CH2Cl2. With vigorous stirring simultaneously and separately, 250 mL dimethyl sulfoxide and 200 g triethyl amine were added dropwise at such a rate as to create gentle reflux; addition time ca 1 hour with reflux at 41°-42° C., and final temp 52° C. Fifteen minutes after completion of addition, temperature was still 51° C., but external heat was applied for 3 hours, then let stand overnight. Monitor...